This data is from the Open Reaction Database (ORD), a public repository of structured organic reaction records. The task is: describe an organic reaction: reactants, conditions, products, and yield Starting materials: CC(C(=O)OCC)(C)OC1=CC=C(C=C1)CCNCC1=CC=C(C=C1)C(F)(F)F (ethyl 2-methyl-2-[4-(2-{[4-(trifluoromethyl)benzyl]amino}ethyl)phenoxy]propanoate), ClC=1SC2=C(N1)C=CC(=C2)OC (2-chloro-6-methoxy benzothiazole). The product is COC1=CC2=C(N=C(S2)N(CCC2=CC=C(OC(C(=O)O)(C)C)C=C2)CC2=CC=C(C=C2)C(F)(F)F)C=C1 (2-[4-(2-{(6-Methoxy-1,3-benzothiazol-2-yl)[4-(trifluoromethyl)benzyl]amino}ethyl)phenoxy]-2-methylpropanoic acid). Reaction SMILES: [CH3:1][C:2]([O:9][C:10]1[CH:15]=[CH:14][C:13]([CH2:16][CH2:17][NH:18][CH2:19][C:20]2[CH:25]=[CH:24][C:23]([C:26]([F:29])([F:28])[F:27])=[CH:22][CH:21]=2)=[CH:12][CH:11]=1)([CH3:8])[C:3]([O:5]CC)=[O:4].Cl[C:31]1[S:32][C:33]2[CH:39]=[C:38]([O:40][CH3:41])[CH:37]=[CH:36][C:34]=2[N:35]=1>>[CH3:41][O:40][C:38]1[CH:37]=[CH:36][C:34]2[N:35]=[C:31]([N:18]([CH2:19][C:20]3[CH:21]=[CH:22][C:23]([C:26]([F:28])([F:27])[F:29])=[CH:24][CH:25]=3)[CH2:17][CH2:16][C:13]3[CH:14]=[CH:15][C:10]([O:9][C:2]([CH3:1])([CH3:8])[C:3]([OH:5])=[O:4])=[CH:11][CH:12]=3)[S:32][C:33]=2[CH:39]=1. Procedure details: Similarly prepared from ethyl 2-methyl-2-[4-(2-{[4-(trifluoromethyl)benzyl]amino}ethyl)phenoxy]propanoate and 2-chloro-6-methoxy benzothiazole. Reactants: Cc1ccccc1, OCc1cncc(Cl)c1COC1CCCCO1, C1CCC2=NCCCN2CC1, [N-]=[N+]=NP(=O)(Oc1ccccc1)Oc1ccccc1. Yields the product [N-]=[N+]=NCc1cncc(Cl)c1COC1CCCCO1. As a reaction SMILES: [CH3:48][c:49]1[cH:50][cH:51][cH:52][cH:53][cH:54]1.[Cl:1][c:2]1[c:3]([CH2:10][O:11][CH:12]2[O:13][CH2:14][CH2:15][CH2:16][CH2:17]2)[c:4]([CH2:8][OH:9])[cH:5][n:6][cH:7]1.[N:37]1=[C:47]2[N:41]([CH2:40][CH2:39][CH2:38]1)[CH2:42][CH2:43][CH2:44][CH2:45][CH2:46]2.[c:18]1([O:19][P:20](=[O:21])([O:22][c:23]2[cH:24][cH:25][cH:26][cH:27][cH:28]2)[N:34]=[N+:35]=[N-:36])[cH:29][cH:30][cH:31][cH:32][cH:33]1>>[Cl:1][c:2]1[c:3]([CH2:10][O:11][CH:12]2[O:13][CH2:14][CH2:15][CH2:16][CH2:17]2)[c:4]([CH2:8][N:34]=[N+:35]=[N-:36])[cH:5][n:6][cH:7]1. Reactants: ClC=1C=NC=2CCCC2C1 (3-chloro-6,7-dihydro-5H-[1]pyrindine), OO (hydrogen peroxide). Run in C(C)(=O)O (acetic acid). Reaction conditions: temperature 70 celsius, time 8 hour. Product: ClC=1C=[N+](C=2CCCC2C1)[O-] (3-chloro-6,7-dihydro-5H-[1]pyrindine 1-oxide), crystals. The yield is 62.0%. Reaction SMILES: [Cl:1][C:2]1[CH:3]=[N:4][C:5]2[CH2:6][CH2:7][CH2:8][C:9]=2[CH:10]=1.[OH:11]O>C(O)(=O)C>[Cl:1][C:2]1[CH:3]=[N+:4]([O-:11])[C:5]2[CH2:6][CH2:7][CH2:8][C:9]=2[CH:10]=1. Procedure details: A solution of 3-chloro-6,7-dihydro-5H-[1]pyrindine (3.03 g, 19.7 mmol) in acetic acid (19.7 ml) was treated at room temperature with hydrogen peroxide (3.45 ml, 39.5 mmol). The mixture was heated to 70° C. and stirred at this temperature overnight. After completion, the reaction mixture was allowed to cool and was concentrated at reduced pressure. Water was added and the mixture was evaporated again. This procedure was repeated another 2 times. The residue was dissolved in ethyl acetate, washed ... The reactants are CI, CCOCC, COC(=O)c1ccc(O)c(C=O)c1, [K+], [K+], O=C([O-])[O-], CN(C)C=O, O. Product: COC(=O)c1ccc(OC)c(C=O)c1. As a reaction SMILES: [CH3:20][I:21].[CH3:28][CH2:29][O:30][CH2:31][CH3:32].[CH:1](=[O:2])[c:3]1[cH:4][c:5]([C:6](=[O:7])[O:8][CH3:9])[cH:10][cH:11][c:12]1[OH:13].[K+:14].[K+:15].[O-:16][C:17]([O-:18])=[O:19].[O:23]=[CH:24][N:25]([CH3:26])[CH3:27].[OH2:22]>>[CH:1](=[O:2])[c:3]1[cH:4][c:5]([C:6](=[O:7])[O:8][CH3:9])[cH:10][cH:11][c:12]1[O:13][CH3:17]. Starting materials: CO, COc1nc(Cl)cn(-c2ccc(F)cc2)c1=O, [K+], [K+], O=C([O-])[O-]. The product is COc1nccn(-c2ccc(F)cc2)c1=O. Reaction SMILES: [CH3:24][OH:25].[Cl:7][c:8]1[n:9][c:10]([O:22][CH3:23])[c:11](=[O:21])[n:12](-[c:14]2[cH:15][cH:16][c:17]([F:20])[cH:18][cH:19]2)[cH:13]1.[K+:1].[K+:2].[O-:3][C:4]([O-:5])=[O:6]>>[cH:8]1[n:9][c:10]([O:22][CH3:23])[c:11](=[O:21])[n:12](-[c:14]2[cH:15][cH:16][c:17]([F:20])[cH:18][cH:19]2)[cH:13]1. Starting materials: [OH-].[Na+] (sodium hydroxide), [OH-].C(C1=CC=CC=C1)[N+](C)(C)C (benzyl trimethyl ammonium hydroxide), C(C1=CC=CC=C1)Cl.C(C(C)C)=O (benzyl chloride isobutyraldehyde), C(C)(C)(C)C=1C=C(CCl)C=C(C1O)C(C)(C)C (3,5-di-t-butyl-4-hydroxy benzyl chloride), C(C(C)C)=O (isobutyraldehyde), Cl (hydrochloric acid). Run in O (water), C1=CC=CC=C1 (benzene), C1=CC=CC=C1.O (benzene water), C1=CC=CC=C1 (benzene), O (water), C1=CC=CC=C1 (benzene). The product is CC(C=O)(CC1=CC(=C(C(=C1)C(C)(C)C)O)C(C)(C)C)C (2,2-di-methyl-3-(3,5-di-t-butyl-4-hydroxyphenyl)propanal). The yield is 103.8%. Reaction SMILES: [OH-].[Na+].[OH-].C([N+](C)(C)C)C1C=CC=CC=1.[C:15]([C:19]1[CH:20]=[C:21]([CH:24]=[C:25]([C:28]([CH3:31])([CH3:30])[CH3:29])[C:26]=1[OH:27])[CH2:22]Cl)([CH3:18])([CH3:17])[CH3:16].[CH:32](=[O:36])[CH:33]([CH3:35])[CH3:34].C(Cl)C1C=CC=CC=1.C(=O)C(C)C.Cl>C1C=CC=CC=1.O.C1C=CC=CC=1.O>[CH3:34][C:33]([CH3:35])([CH2:22][C:21]1[CH:20]=[C:19]([C:15]([CH3:18])([CH3:17])[CH3:16])[C:26]([OH:27])=[C:25]([C:28]([CH3:31])([CH3:30])[CH3:29])[CH:24]=1)[CH:32]=[O:36] |f:0.1,2.3,6.7,11.12|. Reported procedure: A three-neck, three-liter flask equipped with a mechanical stirrer, thermometer and an addition funnel was charged with 80 grams of sodium hydroxide and 80 milliliters of water under a nitrogen atmosphere. The mixture was stirred until dissolved and a mixture of 450 milliliters of benzene and 12.5 milliliters of 40 percent methanolic benzyl trimethyl ammonium hydroxide was added forming a benzene-water mixture. A mixture of 383 grams of 3,5-di-t-butyl-4-hydroxy benzyl chloride and 144 grams of i...